Dataset: the Open Reaction Database (ORD), a public repository of structured organic reaction records. Task: describe an organic reaction: reactants, conditions, products, and yield Starting materials: COc1ccc(C2(CN3C(=O)c4ccccc4C3=O)OCCO2)cc1, CCOCC, NN, [Na+], [OH-], O, O. The product is COc1ccc(C2(CN)OCCO2)cc1. Reaction SMILES: [CH3:1][O:2][c:3]1[cH:4][cH:5][c:6]([C:9]2([CH2:14][N:15]3[C:16](=[O:17])[c:18]4[c:19]([cH:20][cH:21][cH:22][cH:23]4)[C:24]3=[O:25])[O:10][CH2:11][CH2:12][O:13]2)[cH:7][cH:8]1.[CH3:32][CH2:33][O:34][CH2:35][CH3:36].[NH2:27][NH2:28].[Na+:30].[OH-:29].[OH2:26].[OH2:31]>>[CH3:1][O:2][c:3]1[cH:4][cH:5][c:6]([C:9]2([CH2:14][NH2:15])[O:10][CH2:11][CH2:12][O:13]2)[cH:7][cH:8]1. Starting materials: CCOC(=O)CCCCCCn1ccc(-c2ccccc2OC)n1, CO, [Na+], [OH-]. Product: COc1ccccc1-c1ccn(CCCCCCC(=O)O)n1. As a reaction SMILES: [CH2:3]([CH3:4])[O:5][C:6]([CH2:7][CH2:8][CH2:9][CH2:10][CH2:11][CH2:12][n:13]1[n:14][c:15](-[c:18]2[c:19]([O:24][CH3:25])[cH:20][cH:21][cH:22][cH:23]2)[cH:16][cH:17]1)=[O:26].[CH3:27][OH:28].[Na+:2].[OH-:1]>>[O:5]=[C:6]([CH2:7][CH2:8][CH2:9][CH2:10][CH2:11][CH2:12][n:13]1[n:14][c:15](-[c:18]2[c:19]([O:24][CH3:25])[cH:20][cH:21][cH:22][cH:23]2)[cH:16][cH:17]1)[OH:26].